This data is from the Open Reaction Database (ORD), a public repository of structured organic reaction records. The task is: describe an organic reaction: reactants, conditions, products, and yield Reactants: [N+](=O)(O)[O-] (nitric acid), FC1=CC=C(C=N1)NC(=O)C1CCC1 (N-(6-fluoropyridin-3-yl)cyclobutanecarboxamide), [OH-].[Na+] (sodium hydroxide). Run in C(C)(=O)OC(C)=O (acetic anhydride). Run at time 3 hour. The product is FC1=CC=C(C(=N1)[N+](=O)[O-])NC(=O)C1CCC1 (N-(6-fluoro-2-nitropyridin-3-yl)cyclobutanecarboxamide). Isolated yield 35.3%. As a reaction SMILES: [F:1][C:2]1[N:7]=[CH:6][C:5]([NH:8][C:9]([CH:11]2[CH2:14][CH2:13][CH2:12]2)=[O:10])=[CH:4][CH:3]=1.[N+:15]([O-])([OH:17])=[O:16].[OH-].[Na+]>C(OC(=O)C)(=O)C>[F:1][C:2]1[N:7]=[C:6]([N+:15]([O-:17])=[O:16])[C:5]([NH:8][C:9]([CH:11]2[CH2:12][CH2:13][CH2:14]2)=[O:10])=[CH:4][CH:3]=1 |f:2.3|. Procedure: [step 2] N-(6-fluoropyridin-3-yl)cyclobutanecarboxamide (800 mg, 4.12 mmol) obtained in step 1 was dissolved in acetic anhydride (4 mL), fuming nitric acid (0.7 mL, 15.7 mmol) was added under ice-cooling, and the mixture was stirred at room temperature for 3 hr. Under ice-cooling, 5 mol/L aqueous sodium hydroxide solution was added dropwise to the mixture, and the mixture was extracted 3 times with ethyl acetate. The combined organic layers were dried over anhydrous magnesium sulfate, and concen...